This data is from the Open Reaction Database (ORD), a public repository of structured organic reaction records. The task is: describe an organic reaction: reactants, conditions, products, and yield Reactants: COC(=O)CCc1ccc(-c2ccccc2F)s1, Cl, [Na+], C1COCCO1, [OH-], O. Product: O=C(O)CCc1ccc(-c2ccccc2F)s1. RXN SMILES: [CH3:1][O:2][C:3]([CH2:4][CH2:5][c:6]1[s:7][c:8](-[c:11]2[c:12]([F:17])[cH:13][cH:14][cH:15][cH:16]2)[cH:9][cH:10]1)=[O:18].[ClH:21].[Na+:20].[O:22]1[CH2:23][CH2:24][O:25][CH2:26][CH2:27]1.[OH-:19].[OH2:28]>>[O:2]=[C:3]([CH2:4][CH2:5][c:6]1[s:7][c:8](-[c:11]2[c:12]([F:17])[cH:13][cH:14][cH:15][cH:16]2)[cH:9][cH:10]1)[OH:18]. Reactants: C(C)(C)(C)OC(NCC1=C(C(=CC(=C1)C(=O)N1CC(C1)OC)Cl)F)=O ([3-chloro-2-fluoro-5-(3-methoxy-azetidine-1-carbonyl)-benzyl]-carbamic acid tert-butyl ester), C(=O)(C(F)(F)F)O (TFA). Solvent: C(Cl)Cl (CH2Cl2). Yields the product NCC=1C=C(C=C(C1F)Cl)C(=O)N1CC(C1)OC ((3-Aminomethyl-5-chloro-4-fluoro-phenyl)-(3-methoxy-azetidin-1-yl)-methanone). As a reaction SMILES: C(OC(=O)[NH:7][CH2:8][C:9]1[CH:14]=[C:13]([C:15]([N:17]2[CH2:20][CH:19]([O:21][CH3:22])[CH2:18]2)=[O:16])[CH:12]=[C:11]([Cl:23])[C:10]=1[F:24])(C)(C)C.C(O)(C(F)(F)F)=O>C(Cl)Cl>[NH2:7][CH2:8][C:9]1[CH:14]=[C:13]([C:15]([N:17]2[CH2:18][CH:19]([O:21][CH3:22])[CH2:20]2)=[O:16])[CH:12]=[C:11]([Cl:23])[C:10]=1[F:24]. Reported procedure: was prepared according to Scheme C3 (step B) from [3-chloro-2-fluoro-5-(3-methoxy-azetidine-1-carbonyl)-benzyl]-carbamic acid tert-butyl ester (99 mg, 0.3 mmol) and TFA (0.5 mL) in CH2Cl2. MS (LC-MS): 273.0 [M]+; tR (HPLC conditions c): 2.73 min. Reactants: OC1=C2CCCC(C2=CC=C1)=O (3,4-dihydro-5-hydroxy-1(2H)-naphthalenone), [H-].[Na+] (sodium hydride), BrCC(=O)OCC (ethyl bromoacetate). The solvent is O (water), CN(C=O)C (N,N-dimethylformamide). Conditions: time 10 minute. Yields the product C(C)OC(COC1=CC=CC=2C(CCCC12)=O)=O (Ethyl[(5,6,7,8-tetrahydro-5-oxo-1-naphthalenyl)oxy]acetate). The yield is 66.9%. As a reaction SMILES: [OH:1][C:2]1[CH:11]=[CH:10][CH:9]=[C:8]2[C:3]=1[CH2:4][CH2:5][CH2:6][C:7]2=[O:12].[H-].[Na+].Br[CH2:16][C:17]([O:19][CH2:20][CH3:21])=[O:18]>CN(C)C=O.O>[CH2:20]([O:19][C:17](=[O:18])[CH2:16][O:1][C:2]1[C:3]2[CH2:4][CH2:5][CH2:6][C:7](=[O:12])[C:8]=2[CH:9]=[CH:10][CH:11]=1)[CH3:21] |f:1.2|. Reported procedure: To a solution of 3,4-dihydro-5-hydroxy-1(2H)-naphthalenone (8.20 g, 50.6 mmol) in N,N-dimethylformamide (80 mL) was added sodium hydride (60% dispersion in liquid paraffin, 2.22 g, 55.6 mmol) at 0° C. and the mixture was stirred at that temperature for 10 minutes. Then, ethyl bromoacetate (9.29 g, 55.6 mmol) was added and the mixture was further stirred at room temperature for 30 minutes. This reaction mixture was poured in water (80 mL) and extracted with 2 portions of ethyl acetate. The organi... The reactants are C(C1=CC=CC=C1)C1C(=CC(O1)=O)O (5-benzyl-4-hydroxy-5H-furan-2-one), C(C1=CC=CC=C1)=O (benzaldehyde), FC=1C=C2C(=CNC2=CC1)CCNC(C)=O (N-[2-(5-fluoro-1H-indol-3-yl)-ethyl]-acetamide). The product is C(C1=CC=CC=C1)C1C(=C(C(O1)=O)C(C=1NC2=CC=C(C=C2C1CCNC(C)=O)F)C1=CC=CC=C1)O (N-(2-{2-[(5-Benzyl-4-hydroxy-2-oxo-2,5-dihydro-furan-3-yl)-phenyl-methyl]-5-fluoro-1H-indol-3-yl}-ethyl)-acetamide). RXN SMILES: [CH2:1]([CH:8]1[O:12][C:11](=[O:13])[CH:10]=[C:9]1[OH:14])[C:2]1[CH:7]=[CH:6][CH:5]=[CH:4][CH:3]=1.[CH:15](=O)[C:16]1[CH:21]=[CH:20][CH:19]=[CH:18][CH:17]=1.[F:23][C:24]1[CH:25]=[C:26]2[C:30](=[CH:31][CH:32]=1)[NH:29][CH:28]=[C:27]2[CH2:33][CH2:34][NH:35][C:36](=[O:38])[CH3:37]>>[CH2:1]([CH:8]1[O:12][C:11](=[O:13])[C:10]([CH:15]([C:16]2[CH:21]=[CH:20][CH:19]=[CH:18][CH:17]=2)[C:28]2[NH:29][C:30]3[C:26]([C:27]=2[CH2:33][CH2:34][NH:35][C:36](=[O:38])[CH3:37])=[CH:25][C:24]([F:23])=[CH:32][CH:31]=3)=[C:9]1[OH:14])[C:2]1[CH:3]=[CH:4][CH:5]=[CH:6][CH:7]=1. Procedure: Using general procedure C, 5-benzyl-4-hydroxy-5H-furan-2-one (Lit. 13) was reacted with benzaldehyde and N-[2-(5-fluoro-1H-indol-3-yl)-ethyl]-acetamide (Lit. 5) to give the title compound as pale yellow solid. MS: 497.4 ([M−H]−). The reactants are N[C@H]1[C@@H]2N(C(=C(CS2)CSC2=NN=NN2C)C(=O)OC(C2=CC=CC=C2)C2=CC=CC=C2)C1=O (diphenylmethyl 7β-amino-3-(1-methyl-1H-tetrazol-5-yl)thiomethyl-3-cephem-4-carboxylate), C(C)(C)(C)C=1C=C(C=O)C=C(C1O)C(C)(C)C (3,5-di-t-butyl-4-hydroxybenzaldehyde). Run in C1=CC=CC=C1 (benzene), ClCCl (dichloromethane). The product is C(C)(C)(C)C=1C=C(C=N[C@H]2[C@@H]3N(C(=C(CS3)CSC3=NN=NN3C)C(=O)OC(C3=CC=CC=C3)C3=CC=CC=C3)C2=O)C=C(C1O)C(C)(C)C (diphenylmethyl 7β-(3,5-di-t-butyl-4-hydroxy-benzylidene)amino-3-(1-methyl-1H-tetrazol-5-yl)thiomethyl-3-cephem-4-carboxylate). As a reaction SMILES: [NH2:1][C@@H:2]1[C:33](=[O:34])[N:4]2[C:5]([C:17]([O:19][CH:20]([C:27]3[CH:32]=[CH:31][CH:30]=[CH:29][CH:28]=3)[C:21]3[CH:26]=[CH:25][CH:24]=[CH:23][CH:22]=3)=[O:18])=[C:6]([CH2:9][S:10][C:11]3[N:15]([CH3:16])[N:14]=[N:13][N:12]=3)[CH2:7][S:8][C@H:3]12.[C:35]([C:39]1[CH:40]=[C:41]([CH:44]=[C:45]([C:48]([CH3:51])([CH3:50])[CH3:49])[C:46]=1[OH:47])[CH:42]=O)([CH3:38])([CH3:37])[CH3:36]>C1C=CC=CC=1.ClCCl>[C:48]([C:45]1[CH:44]=[C:41]([CH:40]=[C:39]([C:35]([CH3:38])([CH3:37])[CH3:36])[C:46]=1[OH:47])[CH:42]=[N:1][C@@H:2]1[C:33](=[O:34])[N:4]2[C:5]([C:17]([O:19][CH:20]([C:27]3[CH:28]=[CH:29][CH:30]=[CH:31][CH:32]=3)[C:21]3[CH:26]=[CH:25][CH:24]=[CH:23][CH:22]=3)=[O:18])=[C:6]([CH2:9][S:10][C:11]3[N:15]([CH3:16])[N:14]=[N:13][N:12]=3)[CH2:7][S:8][C@H:3]12)([CH3:50])([CH3:51])[CH3:49]. Reported procedure: A solution of diphenylmethyl 7β-amino-3-(1-methyl-1H-tetrazol-5-yl)thiomethyl-3-cephem-4-carboxylate (9.89 g) and 3,5-di-t-butyl-4-hydroxybenzaldehyde (5.62 g) in a mixture of benzene (160 ml) and dichloromethane (40 ml) is refluxed for 1 hour in the presence of a molecular sieve to give a solution of diphenylmethyl 7β-(3,5-di-t-butyl-4-hydroxy-benzylidene)amino-3-(1-methyl-1H-tetrazol-5-yl)thiomethyl-3-cephem-4-carboxylate. The reactants are CCC(C)Br, O=C([O-])[O-], CCOC(C)=O, CN(C)C=O, [Cs+], [Cs+], O, CCCc1nc(C)n(-c2ccc(O)cc2)c(=O)c1Cc1ccc(-c2ccccc2C#N)cc1. Yields the product CCCc1nc(C)n(-c2ccc(OC(C)CC)cc2)c(=O)c1Cc1ccc(-c2ccccc2C#N)cc1. RXN SMILES: [Br:34][CH:35]([CH3:36])[CH2:37][CH3:38].[C:39](=[O:40])([O-:41])[O-:42].[CH3:45][CH2:46][O:47][C:48](=[O:49])[CH3:50].[CH3:51][N:52]([CH3:53])[CH:54]=[O:55].[Cs+:43].[Cs+:44].[OH2:56].[OH:1][c:2]1[cH:3][cH:4][c:5](-[n:8]2[c:9]([CH3:33])[n:10][c:11]([CH2:30][CH2:31][CH3:32])[c:12]([CH2:15][c:16]3[cH:17][cH:18][c:19](-[c:22]4[c:23]([C:28]#[N:29])[cH:24][cH:25][cH:26][cH:27]4)[cH:20][cH:21]3)[c:13]2=[O:14])[cH:6][cH:7]1>>[O:1]([c:2]1[cH:3][cH:4][c:5](-[n:8]2[c:9]([CH3:33])[n:10][c:11]([CH2:30][CH2:31][CH3:32])[c:12]([CH2:15][c:16]3[cH:17][cH:18][c:19](-[c:22]4[c:23]([C:28]#[N:29])[cH:24][cH:25][cH:26][cH:27]4)[cH:20][cH:21]3)[c:13]2=[O:14])[cH:6][cH:7]1)[CH:35]([CH3:36])[CH2:37][CH3:38]. Reactants: ClCCl, CC(C)C[Al](CC(C)C)CC(C)C, Cc1ccccc1, COc1ccc(N)cc1, CCOC(=O)c1cnc2ccccc2c1O. Yields the product COc1ccc(NC(=O)c2cnc3ccccc3c2O)cc1. RXN SMILES: [CH2:46]([Cl:47])[Cl:48].[CH2:8]([Al:9]([CH2:10][CH:11]([CH3:12])[CH3:13])[CH2:14][CH:15]([CH3:16])[CH3:17])[CH:18]([CH3:19])[CH3:20].[CH3:1][c:2]1[cH:3][cH:4][cH:5][cH:6][cH:7]1.[CH3:21][O:22][c:23]1[cH:24][cH:25][c:26]([NH2:29])[cH:27][cH:28]1.[OH:30][c:31]1[c:32]([C:41](=[O:42])[O:43][CH2:44][CH3:45])[cH:33][n:34][c:35]2[cH:36][cH:37][cH:38][cH:39][c:40]12>>[CH3:21][O:22][c:23]1[cH:24][cH:25][c:26]([NH:29][C:41]([c:32]2[c:31]([OH:30])[c:40]3[c:35]([n:34][cH:33]2)[cH:36][cH:37][cH:38][cH:39]3)=[O:42])[cH:27][cH:28]1.